Task: describe an organic reaction: reactants, conditions, products, and yield. Dataset: the Open Reaction Database (ORD), a public repository of structured organic reaction records Reactants: O=S(Cl)Cl, CC(C(=O)O)c1ccc(C(=O)c2cccs2)cc1, c1ccccc1. The product is CC(C(=O)Cl)c1ccc(C(=O)c2cccs2)cc1. RXN SMILES: [S:19]([Cl:20])([Cl:21])=[O:22].[c:1]1([C:6](=[O:7])[c:8]2[cH:9][cH:10][c:11]([CH:12]([C:13](=[O:14])[OH:15])[CH3:16])[cH:17][cH:18]2)[cH:2][cH:3][cH:4][s:5]1.[cH:23]1[cH:24][cH:25][cH:26][cH:27][cH:28]1>>[c:1]1([C:6](=[O:7])[c:8]2[cH:9][cH:10][c:11]([CH:12]([C:13](=[O:14])[Cl:21])[CH3:16])[cH:17][cH:18]2)[cH:2][cH:3][cH:4][s:5]1. The reactants are CC1(C)CCC(C)(C)c2cc(C=O)ccc21, CCOC(=O)CP(=O)(OCC)OCC, [H-], [Na+], CN(C)C=O, O. Product: CCOC(=O)C=Cc1ccc2c(c1)C(C)(C)CCC2(C)C. Reaction SMILES: [CH3:17][C:18]1([CH3:32])[c:19]2[cH:20][cH:21][c:22]([CH:30]=[O:31])[cH:23][c:24]2[C:25]([CH3:28])([CH3:29])[CH2:26][CH2:27]1.[CH3:3][CH2:4][O:5][C:6](=[O:7])[CH2:8][P:9]([O:10][CH2:11][CH3:12])([O:13][CH2:14][CH3:15])=[O:16].[H-:1].[Na+:2].[O:34]=[CH:35][N:36]([CH3:37])[CH3:38].[OH2:33]>>[CH3:3][CH2:4][O:5][C:6](=[O:7])[CH:8]=[CH:30][c:22]1[cH:21][cH:20][c:19]2[c:24]([cH:23]1)[C:25]([CH3:28])([CH3:29])[CH2:26][CH2:27][C:18]2([CH3:17])[CH3:32]. Product: Cl, c1coc(-c2ccc(N3CCNCC3)cc2)n1. As a reaction SMILES: [C:1]([O:2][C:3](=[O:4])[N:8]1[CH2:9][CH2:10][N:11]([c:14]2[cH:15][cH:16][c:17](-[c:20]3[o:21][cH:22][cH:23][n:24]3)[cH:18][cH:19]2)[CH2:12][CH2:13]1)([CH3:5])([CH3:6])[CH3:7].[ClH:25].[O:26]1[CH2:27][CH2:28][O:29][CH2:30][CH2:31]1>>[ClH:25].[NH:8]1[CH2:9][CH2:10][N:11]([c:14]2[cH:15][cH:16][c:17](-[c:20]3[o:21][cH:22][cH:23][n:24]3)[cH:18][cH:19]2)[CH2:12][CH2:13]1. The reactants are CC(C)(C)OC(=O)N1CCN(c2ccc(-c3ncco3)cc2)CC1, Cl, C1COCCO1. Reactants: C1(CCCCC1)N1CCCC2=CN=C3C(=C12)C=CN3S(=O)(=O)C3=CC=C(C)C=C3 (1-cyclohexyl-7-tosyl-2,3,4,7-tetrahydro-1H-pyrrolo[2,3-h][1,6]naphthyridine), [OH-].[Na+] (NaOH), [OH-].[Na+] (NaOH), CCOC(=O)C (EtOAc), O (water), [OH-].[Na+] (NaOH). The solvent is O1CCOCC1 (1,4-dioxane). Conditions: temperature 80 celsius, time 18 hour. Yields the product C1(CCCCC1)N1CCCC2=CN=C3C(=C12)C=CN3 (1-cyclohexyl-2,3,4,7-tetrahydro-1H-pyrrolo[2,3-h][1,6]naphthyridine). The yield is 63.0%. Reaction SMILES: [CH:1]1([N:7]2[C:16]3[C:11](=[CH:12][N:13]=[C:14]4[N:19](S(C5C=CC(C)=CC=5)(=O)=O)[CH:18]=[CH:17][C:15]4=3)[CH2:10][CH2:9][CH2:8]2)[CH2:6][CH2:5][CH2:4][CH2:3][CH2:2]1.[OH-].[Na+].CCOC(C)=O.O>O1CCOCC1>[CH:1]1([N:7]2[C:16]3[C:11](=[CH:12][N:13]=[C:14]4[NH:19][CH:18]=[CH:17][C:15]4=3)[CH2:10][CH2:9][CH2:8]2)[CH2:2][CH2:3][CH2:4][CH2:5][CH2:6]1 |f:1.2|. Procedure: To a solution of 1-cyclohexyl-7-tosyl-2,3,4,7-tetrahydro-1H-pyrrolo[2,3-h][1,6]naphthyridine (0.132 g, 0.323 mmol) in 1,4-dioxane (2.2 mL) was added aqueous NaOH (2 N, 0.32 mL, 0.65 mmol). The reaction was heated at about 80° C. for about 96 h. Aqueous NaOH (5 N, 0.129 mL, 0.646 mmol) was added and the reaction was continued at about 80° C. for about 18 h. Aqueous NaOH (5 N, 0.065 mL, 0.323 mmol) was added and the reaction mixture was heated at about 100° C. for about 4 h. The reaction was coole... Reactants: COC(C1=CC=C(C=C1)N1CC(C(CC1)=O)=CN(C)C)=O (methyl-4-(3-dimethylaminomethylene-4-oxopiperidin-1-yl)-benzoate), C(O)(O)=O.NC(=N)N (guanidine carbonate), O.O.O.C(C)(=O)[O-].[Na+] (sodium acetate trihydrate). Solvent: CCO (EtOH). Product: C(C)OC(C1=CC=C(C=C1)N1CC2=C(N=C(N=C2)N)CC1)=O (Ethyl-4-(2-amino-7,8-dihydro-5H-pyrido[4,3-d]pyrimidin-6-yl)-benzoate). Isolated yield 8.3%. As a reaction SMILES: [CH3:1][O:2][C:3](=[O:21])[C:4]1[CH:9]=[CH:8][C:7]([N:10]2[CH2:15][CH2:14][C:13](=O)[C:12](=[CH:17]N(C)C)[CH2:11]2)=[CH:6][CH:5]=1.[C:22](=O)(O)O.[NH2:26][C:27]([NH2:29])=[NH:28].O.O.O.C([O-])(=O)C.[Na+]>CCO>[CH2:1]([O:2][C:3](=[O:21])[C:4]1[CH:9]=[CH:8][C:7]([N:10]2[CH2:15][CH2:14][C:13]3[N:28]=[C:27]([NH2:29])[N:26]=[CH:17][C:12]=3[CH2:11]2)=[CH:6][CH:5]=1)[CH3:22] |f:1.2,3.4.5.6.7|. Reported procedure: A solution of methyl-4-(3-dimethylaminomethylene-4-oxopiperidin-1-yl)-benzoate (3.00 g, 10.40 mmol) in EtOH (200 mL) was treated with guanidine carbonate (7.50 g, 41.60 mmol), followed by sodium acetate trihydrate (11.32 g, 83.20 mmol). The reaction mixture was refluxed for 16 hours and allowed to cool to room temperature. The insolubles were filtered off and the filtrate was concentrated. The residue was partitioned between water and ethyl acetate and the solid was filtered off, washed with wat... Starting materials: Compound 21, NC=1C(=NC(=NC1)NC1=CC=C(C=C1)OCCN(CC)CC)NC (5-amino-2-[[4-[2-(diethylamino)-ethoxy]phenyl]amino]-4-(methylamino)pyrimidine), ClC=1C(=NC(=C(C1C(C(=O)OCC)=O)Cl)OC)OC (ethyl 2-(3,5-dichloro-2,6-dimethoxypyridin-4-yl)-2-oxoacetate), CC(=O)O (HOAc). Run in COCCO (2-methoxyethanol). Yields the product ClC=1C(=NC(=C(C1C1=NC=2C=NC(=NC2N(C1=O)C)NC1=CC=C(C=C1)OCCN(CC)CC)Cl)OC)OC (6-(3,5-Dichloro-2,6-dimethoxypyridin-4-yl)-8-methyl-2-[[4-[2-(diethylamino)ethoxy]phenyl]amino]-8H-pteridin-7-one). Yield: 51.4%. Reaction SMILES: [NH2:1][C:2]1[C:3]([NH:23][CH3:24])=[N:4][C:5]([NH:8][C:9]2[CH:14]=[CH:13][C:12]([O:15][CH2:16][CH2:17][N:18]([CH2:21][CH3:22])[CH2:19][CH3:20])=[CH:11][CH:10]=2)=[N:6][CH:7]=1.[Cl:25][C:26]1[C:27]([O:42][CH3:43])=[N:28][C:29]([O:40][CH3:41])=[C:30]([Cl:39])[C:31]=1[C:32](=O)[C:33]([O:35]CC)=O.CC(O)=O>COCCO>[Cl:39][C:30]1[C:29]([O:40][CH3:41])=[N:28][C:27]([O:42][CH3:43])=[C:26]([Cl:25])[C:31]=1[C:32]1[C:33](=[O:35])[N:23]([CH3:24])[C:3]2[N:4]=[C:5]([NH:8][C:9]3[CH:14]=[CH:13][C:12]([O:15][CH2:16][CH2:17][N:18]([CH2:19][CH3:20])[CH2:21][CH3:22])=[CH:11][CH:10]=3)[N:6]=[CH:7][C:2]=2[N:1]=1. Procedure: A mixture of 0.66 g (2 mmol) of 5-amino-2-[[4-[2-(diethylamino)-ethoxy]phenyl]amino]-4-(methylamino)pyrimidine, 1.23 g (4 mmol) of ethyl 2-(3,5-dichloro-2,6-dimethoxypyridin-4-yl)-2-oxoacetate, and 1 mL of HOAc in 20 mL of 2-methoxyethanol is heated under reflux for 16 hours. Workup as in 6 above gives 0.59 g (51%) of the title compound (Compound 21): mp (EtOH) 239–240° C. The reactants are [BH4-], CCC(=O)C(C)CC(C)C#N, CC(C)O, [Na+]. Yields the product CCC(O)C(C)CC(C)C#N. Reaction SMILES: [BH4-:12].[CH3:1][CH:2]([C:3]#[N:4])[CH2:5][CH:6]([C:7]([CH2:8][CH3:9])=[O:10])[CH3:11].[CH:14]([OH:15])([CH3:16])[CH3:17].[Na+:13]>>[CH3:1][CH:2]([C:3]#[N:4])[CH2:5][CH:6]([CH:7]([CH2:8][CH3:9])[OH:10])[CH3:11].